Dataset: the Open Reaction Database (ORD), a public repository of structured organic reaction records. Task: describe an organic reaction: reactants, conditions, products, and yield The reactants are COc1ccc2c(Br)c(O)ccc2c1, BrCc1ccccc1, O=C([O-])[O-], [K+], [K+], CN(C)C=O. The product is COc1ccc2c(Br)c(OCc3ccccc3)ccc2c1. Reaction SMILES: [Br:1][c:2]1[c:3]([OH:14])[cH:4][cH:5][c:6]2[cH:7][c:8]([O:12][CH3:13])[cH:9][cH:10][c:11]12.[Br:21][CH2:22][c:23]1[cH:24][cH:25][cH:26][cH:27][cH:28]1.[C:15](=[O:16])([O-:17])[O-:18].[K+:19].[K+:20].[O:29]=[CH:30][N:31]([CH3:32])[CH3:33]>>[Br:1][c:2]1[c:3]([O:14][CH2:22][c:23]2[cH:24][cH:25][cH:26][cH:27][cH:28]2)[cH:4][cH:5][c:6]2[cH:7][c:8]([O:12][CH3:13])[cH:9][cH:10][c:11]12. Starting materials: OC1=C(C(=O)OC)C=CC(=C1)OC1CCN(CC1)C(=O)OC(C)(C)C (methyl 2-hydroxy-4-(1-tertbutyloxycarbonyl-4-piperidinyloxy)benzoate), [H-].[Na+] (NaH), C(C=C)Br (allyl bromide). Solvent: CN(C)C=O (DMF). Run at time 2 hour. The product is C(C=C)OC1=C(C(=O)OC)C=CC(=C1)OC1CCN(CC1)C(=O)OC(C)(C)C (Methyl 2-allyloxy-4-(1-tertbutyloxycarbonyl-4-piperidinyloxy)benzoate). As a reaction SMILES: [OH:1][C:2]1[CH:11]=[C:10]([O:12][CH:13]2[CH2:18][CH2:17][N:16]([C:19]([O:21][C:22]([CH3:25])([CH3:24])[CH3:23])=[O:20])[CH2:15][CH2:14]2)[CH:9]=[CH:8][C:3]=1[C:4]([O:6][CH3:7])=[O:5].[H-].[Na+].[CH2:28](Br)[CH:29]=[CH2:30]>CN(C=O)C>[CH2:30]([O:1][C:2]1[CH:11]=[C:10]([O:12][CH:13]2[CH2:18][CH2:17][N:16]([C:19]([O:21][C:22]([CH3:25])([CH3:24])[CH3:23])=[O:20])[CH2:15][CH2:14]2)[CH:9]=[CH:8][C:3]=1[C:4]([O:6][CH3:7])=[O:5])[CH:29]=[CH2:28] |f:1.2|. Procedure details: To a stirred solution of methyl 2-hydroxy-4-(1-tertbutyloxycarbonyl-4-piperidinyloxy)benzoate from Step XX of Example XX (2.50 g, 7.11 mmol) in DMF (50 mL) under N2 was added NaH (427 mg, 10.7 mmol). The reaction mixture was cooled, and allyl bromide (1.23 mL, 14.2 mmol) was added via syringe. The reaction mixture was allowed to warm to ambient temperature and stirred for 2 hours. The solvent was removed under reduced pressure and the residue partitioned between ethyl acetate and aqueous NaHCO3....